Dataset: the Open Reaction Database (ORD), a public repository of structured organic reaction records. Task: describe an organic reaction: reactants, conditions, products, and yield The reactants are NC=1C=C(C(=CC1)OC)C=1OC2=C(N1)C=C(C=C2)C2=CC(=CC(=C2)F)F (2-(3-amino-6-methoxyphenyl)-5-(3,5-difluorophenyl)benzoxazole), C1=CC2=C(C=C1C(=O)O)C(=O)OC2=O (1,2,4-benzenetricarboxylic anhydride). Product: COC1=CC=C(C=C1C=1OC2=C(N1)C=C(C=C2)C2=CC(=CC(=C2)F)F)N2C(C1=CC=C(C=C1C2=O)C(=O)O)=O (2-[4-Methoxy-5-[5-(3,5-difluorophenyl)benzoxazol-2-yl]phenyl]-1,3-dioxo-2,3-dihydro-1H-isoindole-5-carboxylic acid). As a reaction SMILES: [NH2:1][C:2]1[CH:3]=[C:4]([C:10]2[O:11][C:12]3[CH:18]=[CH:17][C:16]([C:19]4[CH:24]=[C:23]([F:25])[CH:22]=[C:21]([F:26])[CH:20]=4)=[CH:15][C:13]=3[N:14]=2)[C:5]([O:8][CH3:9])=[CH:6][CH:7]=1.[CH:27]1[C:32]([C:33]([OH:35])=[O:34])=[CH:31][C:30]2[C:36]([O:38][C:39](=O)[C:29]=2[CH:28]=1)=[O:37]>>[CH3:9][O:8][C:5]1[C:4]([C:10]2[O:11][C:12]3[CH:18]=[CH:17][C:16]([C:19]4[CH:20]=[C:21]([F:26])[CH:22]=[C:23]([F:25])[CH:24]=4)=[CH:15][C:13]=3[N:14]=2)=[CH:3][C:2]([N:1]2[C:36](=[O:37])[C:30]3[C:29](=[CH:28][CH:27]=[C:32]([C:33]([OH:35])=[O:34])[CH:31]=3)[C:39]2=[O:38])=[CH:7][CH:6]=1. Reported procedure: Prepared by the method of Example 15f), from 2-(3-amino-6-methoxyphenyl)-5-(3,5-difluorophenyl)benzoxazole (70 mg, 0.20 mmol) and 1,2,4-benzenetricarboxylic anhydride (38 mg, 0.20 mmol) the title compound was obtained (72 mg, 68%). 1H NMR (DMSO) δ 13.79(s, 1H), 8.42(dd, 1H), 8.33(s, 1H), 8.23(d, 1H), 8.21(d, 1H), 8.10(d, 1H), 7.90(d, 1H), 7.83(dd, 1H), 7.72(dd, 1H), 7.56(m, 2H), 7.48(d, 1H), 7.26(m, 1H), 4.03(s, 3H). MS 527.3 m/z (M+H)+. The reactants are NC1=NC(=C(C(=N1)S(=O)C)C#N)C1=NC=CC=C1 (2-amino-4-methanesulfinyl-6-pyridin-2-yl-pyrimidine-5-carbonitrile), OCCC1=NC=CC=C1 (2-(2-hydroxyethyl)pyridine), C1CCC2=NCCCN2CC1 (DBU). Run in COCCOC (DME). The product is NC1=NC(=C(C(=N1)C1=NC=CC=C1)C#N)OCCC1=NC=CC=C1 (2-Amino-4-pyridin-2-yl-6-(2-pyridin-2-yl-ethoxy)-pyrimidine-5-carbonitrile). Reaction SMILES: [NH2:1][C:2]1[N:7]=[C:6](S(C)=O)[C:5]([C:11]#[N:12])=[C:4]([C:13]2[CH:18]=[CH:17][CH:16]=[CH:15][N:14]=2)[N:3]=1.[OH:19][CH2:20][CH2:21][C:22]1[CH:27]=[CH:26][CH:25]=[CH:24][N:23]=1.C1CCN2C(=NCCC2)CC1>COCCOC>[NH2:1][C:2]1[N:3]=[C:4]([C:13]2[CH:18]=[CH:17][CH:16]=[CH:15][N:14]=2)[C:5]([C:11]#[N:12])=[C:6]([O:19][CH2:20][CH2:21][C:22]2[CH:27]=[CH:26][CH:25]=[CH:24][N:23]=2)[N:7]=1. Procedure details: From 2-amino-4-methanesulfinyl-6-pyridin-2-yl-pyrimidine-5-carbonitrile, 2-(2-hydroxyethyl)pyridine and DBU in DME. ES-MS m/e (%): 319 (M+H+, 100).